From a dataset of the Open Reaction Database (ORD), a public repository of structured organic reaction records. describe an organic reaction: reactants, conditions, products, and yield Starting materials: [Br-], C1CCOC1, C[Mg+], [Cl-], CSc1ccc(C(=O)c2ccc(F)nc2)cc1, [NH4+]. Product: CSc1ccc(C(C)(O)c2ccc(F)nc2)cc1. Reaction SMILES: [Br-:18].[CH2:23]1[O:24][CH2:25][CH2:26][CH2:27]1.[CH3:19][Mg+:20].[Cl-:21].[F:1][c:2]1[cH:3][cH:4][c:5]([C:8](=[O:9])[c:10]2[cH:11][cH:12][c:13]([S:16][CH3:17])[cH:14][cH:15]2)[cH:6][n:7]1.[NH4+:22]>>[F:1][c:2]1[cH:3][cH:4][c:5]([C:8]([OH:9])([c:10]2[cH:11][cH:12][c:13]([S:16][CH3:17])[cH:14][cH:15]2)[CH3:19])[cH:6][n:7]1. The reactants are Br, COc1ncccc1-c1ccc(OC(F)F)c(C(C)(C)C)c1, CC(=O)O. Yields the product CC(C)(C)c1cc(-c2ccc[nH]c2=O)ccc1OC(F)F. RXN SMILES: [BrH:23].[C:1]([CH3:2])([CH3:3])([CH3:4])[c:5]1[cH:6][c:7](-[c:15]2[c:16]([O:21][CH3:22])[n:17][cH:18][cH:19][cH:20]2)[cH:8][cH:9][c:10]1[O:11][CH:12]([F:13])[F:14].[C:24]([OH:25])(=[O:26])[CH3:27]>>[C:1]([CH3:2])([CH3:3])([CH3:4])[c:5]1[cH:6][c:7](-[c:15]2[c:16](=[O:21])[nH:17][cH:18][cH:19][cH:20]2)[cH:8][cH:9][c:10]1[O:11][CH:12]([F:13])[F:14]. Reactants: BrC1=CC=2[C@]3(C4=CC(=CC=C4OC2C=C1)C=1C=NC=NC1)N=C(OC3)N ((S)-2′-bromo-7′-(pyrimidin-5-yl)-5H-spiro[oxazole-4,9′-xanthen]-2-amine), N1=CC(=CC=C1)B(O)O (pyridin-3-ylboronic acid), dichlorobis(di-t-butyl-4-dimethylaminophenylphosphine)palladium (II), C([O-])([O-])=O.[K+].[K+] (potassium carbonate), O1CCOCC1 (dioxane). Run in O (water), C(Cl)Cl (DCM). Run at temperature 100 celsius. The product is N1=CC(=CC=C1)C1=CC=2[C@]3(C4=CC(=CC=C4OC2C=C1)C=1C=NC=NC1)N=C(OC3)N ((R)-2′-(pyridin-3-yl)-7′-(pyrimidin-5-yl)-5H-spiro[oxazole-4,9′-xanthen]-2-amine). RXN SMILES: Br[C:2]1[CH:15]=[CH:14][C:13]2[O:12][C:11]3[C:6](=[CH:7][C:8]([C:16]4[CH:17]=[N:18][CH:19]=[N:20][CH:21]=4)=[CH:9][CH:10]=3)[C@@:5]3([CH2:25][O:24][C:23]([NH2:26])=[N:22]3)[C:4]=2[CH:3]=1.[N:27]1[CH:32]=[CH:31][CH:30]=[C:29](B(O)O)[CH:28]=1.C(=O)([O-])[O-].[K+].[K+].O1CCOCC1>C(Cl)Cl.O>[N:27]1[CH:32]=[CH:31][CH:30]=[C:29]([C:2]2[CH:15]=[CH:14][C:13]3[O:12][C:11]4[C:6](=[CH:7][C:8]([C:16]5[CH:17]=[N:18][CH:19]=[N:20][CH:21]=5)=[CH:9][CH:10]=4)[C@@:5]4([CH2:25][O:24][C:23]([NH2:26])=[N:22]4)[C:4]=3[CH:3]=2)[CH:28]=1 |f:2.3.4|. Reported procedure: 0.5-2 ml Microwave vial was charged with (S)-2′-bromo-7′-(pyrimidin-5-yl)-5H-spiro[oxazole-4,9′-xanthen]-2-amine (100 mg, 0.244 mmol), pyridin-3-ylboronic acid (38.7 mg, 0.315 mmol), dichlorobis(di-t-butyl-4-dimethylaminophenylphosphine)palladium (II) (7.44 mg, 10.51 μmol) and potassium carbonate (87 mg, 0.630 mmol), dioxane (1 ml) and water (0.12 ml) were added and the vial was sealed and heated at 100° C. in the microwave oven (Biotage) for 1 hr. The mixture was diluted with DCM, filtered thro... Reactants: C(C1=CC=CC=C1)N(C)CCN1NC=2N(C3=C(N(C(C2)=O)C2=CC=CC=C2)C=C(C=C3)Cl)C1=O (2-[2-(N-benzyl-N-methylamino)ethyl]-8-chloro-6-phenyl-1H-s-triazolo[4,3-a] [1,5]benzodiazepine-1,5-dione), C(C)O (ethanol). Reagents/catalysts: [Pd] (palladium on charcoal). The product is CNC(CN1NC=2N(C3=C(N(C(C2)=O)C2=CC=CC=C2)C=C(C=C3)Cl)C1=O)C (2-(2-Methylaminopropyl)-8-chloro-6-phenyl-1H-s-triazolo-[4,3-a] [1,5]benzodiazepine-1,5-dione). RXN SMILES: [CH2:1]([N:8]([CH2:10][CH2:11][N:12]1[C:33](=[O:34])[N:15]2[C:16]3[CH:31]=[CH:30][C:29]([Cl:32])=[CH:28][C:17]=3[N:18]([C:22]3[CH:27]=[CH:26][CH:25]=[CH:24][CH:23]=3)[C:19](=[O:21])[CH:20]=[C:14]2[NH:13]1)C)C1C=CC=CC=1.[CH2:35](O)C>[Pd]>[CH3:1][NH:8][CH:10]([CH3:35])[CH2:11][N:12]1[C:33](=[O:34])[N:15]2[C:16]3[CH:31]=[CH:30][C:29]([Cl:32])=[CH:28][C:17]=3[N:18]([C:22]3[CH:23]=[CH:24][CH:25]=[CH:26][CH:27]=3)[C:19](=[O:21])[CH:20]=[C:14]2[NH:13]1. Procedure: 4 g of 2-[2-(N-benzyl-N-methylamino)ethyl]-8-chloro-6-phenyl-1H-s-triazolo[4,3-a] [1,5]benzodiazepine-1,5-dione in 100 ml of ethanol containing 0.4 g of 5% palladium on charcoal is hydrogenated at 50 p.s.i. hydrogen pressure until 1 molar equivalent of hydrogen is absorbed. The suspension is filtered and the filtrate is evaporated. The residue is triturated with a small amount of cold ether and the title compound is filtered off and dried. Reactants: NC1=CC=C(C=C1)C1=NC(=NO1)C=1C=NC=CC1 (5-(4-aminophenyl)-3-(3-pyridyl)-1,2,4-oxadiazole), C(=S)(Cl)Cl (thiophosgene). Run in O1CCCC1 (tetrahydrofuran). Yields the product N(=C=S)C1=CC=C(C=C1)C1=NC(=NO1)C=1C=NC=CC1 (5-(4-Isothiocyanophenyl)-3-(3-pyridyl)-1,2,4-oxadiazole). Isolated yield 30.0%. As a reaction SMILES: [NH2:1][C:2]1[CH:7]=[CH:6][C:5]([C:8]2[O:12][N:11]=[C:10]([C:13]3[CH:14]=[N:15][CH:16]=[CH:17][CH:18]=3)[N:9]=2)=[CH:4][CH:3]=1.[C:19](Cl)(Cl)=[S:20]>O1CCCC1>[N:1]([C:2]1[CH:7]=[CH:6][C:5]([C:8]2[O:12][N:11]=[C:10]([C:13]3[CH:14]=[N:15][CH:16]=[CH:17][CH:18]=3)[N:9]=2)=[CH:4][CH:3]=1)=[C:19]=[S:20]. Procedure details: A solution of 5-(4-aminophenyl)-3-(3-pyridyl)-1,2,4-oxadiazole in tetrahydrofuran is reacted with thiophosgene according to Example 14 to give the title compound in 30% yield, m.p. 121°-123°.